Task: describe an organic reaction: reactants, conditions, products, and yield. Dataset: the Open Reaction Database (ORD), a public repository of structured organic reaction records Starting materials: [OH-].[K+] (potassium hydroxide), ICCCC (1-iodobutane), IC1=C2C=CNC2=CC(=C1)C(=O)OC (methyl 4-iodo-1H-indole-6-carboxylate). Run in CN(C)C=O (DMF). Conditions: temperature 80 celsius. Product: C(CCC)N1C=CC2=C(C=C(C=C12)C(=O)OC)I (Methyl 1-butyl-4-iodo-1H-indole-6-carboxylate). Reaction SMILES: [I:1][C:2]1[CH:10]=[C:9]([C:11]([O:13][CH3:14])=[O:12])[CH:8]=[C:7]2[C:3]=1[CH:4]=[CH:5][NH:6]2.[OH-].[K+].I[CH2:18][CH2:19][CH2:20][CH3:21]>CN(C=O)C>[CH2:18]([N:6]1[C:7]2[C:3](=[C:2]([I:1])[CH:10]=[C:9]([C:11]([O:13][CH3:14])=[O:12])[CH:8]=2)[CH:4]=[CH:5]1)[CH2:19][CH2:20][CH3:21] |f:1.2|. Procedure details: To a mixture of methyl 4-iodo-1H-indole-6-carboxylate (1.0 g) in DMF (10 mL) was added potassium hydroxide (0.392 g) and 1-iodobutane (0.8 mL). The mixture was heated to 80° C. for 18 h. The mixture was cooled to room temperature and partitioned between water and ethyl acetate. The layers were separated and the organic layer washed twice with water, dried over anhydrous magnesium sulfate and concentrated under reduced pressure. Column chromatography on silica gel (100 mL) using 20% ethyl acetate...